From a dataset of the Open Reaction Database (ORD), a public repository of structured organic reaction records. describe an organic reaction: reactants, conditions, products, and yield The reactants are [OH-].[Na+] (sodium hydroxide), [CH2-]C(=O)C.C1(=CC=C(C=C1)S(=O)(=O)OCC(CO)O)C (3-p-toluenesulfonyloxypropyleneglycol acetonide), BrC1C(C=2C=CN(C2CC1)S(=O)(=O)C1=CC=C(C=C1)C)=O (5-bromo-1-p-toluenesulfonyl-4-oxo-4,5,6,7-tetrahydroindole), Cl (hydrochloric acid). The solvent is C1=CC=CC=C1 (benzene), O (water). Yields the product C1(=CC=C(C=C1)S(=O)(=O)OC1OC2(OC1)C=1C=CN(C1CCC2Br)S(=O)(=O)C2=CC=C(C=C2)C)C (4'-p-toluenesulfonyloxy-1-p-toluenesulfonyl-5-bromo-4,5,6,7-tetrahydroindole-4-spiro-2'-[1,3]-dioxolane). Yield: 42.0%. RXN SMILES: [CH2-]C(C)=O.[C:5]1([CH3:20])[CH:10]=[CH:9][C:8]([S:11]([O:14][CH2:15][CH:16]([OH:19])CO)(=[O:13])=[O:12])=[CH:7][CH:6]=1.[Br:21][CH:22]1[CH2:30][CH2:29][C:28]2[N:27]([S:31]([C:34]3[CH:39]=[CH:38][C:37]([CH3:40])=[CH:36][CH:35]=3)(=[O:33])=[O:32])[CH:26]=[CH:25][C:24]=2[C:23]1=[O:41].Cl.[OH-].[Na+]>O.C1C=CC=CC=1>[C:5]1([CH3:20])[CH:6]=[CH:7][C:8]([S:11]([O:14][CH:15]2[CH2:16][O:19][C:23]3([CH:22]([Br:21])[CH2:30][CH2:29][C:28]4[N:27]([S:31]([C:34]5[CH:39]=[CH:38][C:37]([CH3:40])=[CH:36][CH:35]=5)(=[O:33])=[O:32])[CH:26]=[CH:25][C:24]3=4)[O:41]2)(=[O:12])=[O:13])=[CH:9][CH:10]=1 |f:0.1,4.5|. Procedure details: A mixture of 3-p-toluenesulfonyloxypropyleneglycol acetonide (2 molar equivalents), 5-bromo-1-p-toluenesulfonyl-4-oxo-4,5,6,7-tetrahydroindole (100 parts), hydrochloric acid (1 molar equivalent) and benzene (500 to 2000 parts) is refluxed for 21 hours under azeotropic dehydration. After cooling, the reaction mixture is adjusted to pH 10 with 5N-sodium hydroxide, shaken and water layer drained. Organic layer is washed with water, (100 parts) and dried over anhydrous sodium sulfate (50 parts). The... Isolated yield 81.9%. Reactants: BrC=1C=C2C3(C(NC2=C(C1)F)=O)CC3 (5′-Bromo-7′-fluorospiro[cyclopropane-1,3′-indol]-2′(1′H)-one), CN1C(=CC=C1C#N)B(O)O (1-methyl-5-cyano-2-pyrroleboronic acid), [F-].[K+] (KF), Pd2(dba)3 monochloroform. Product: FC=1C=C(C=C2C3(C(NC12)=O)CC3)C3=CC=C(N3C)C#N (5-(7′-fluoro-2′-oxo-1′,2′-dihydrospiro[cyclopropane-1,3′-indol]-5′-yl)-1-methyl-1H-pyrrole-2-carbonitrile). As a reaction SMILES: Br[C:2]1[CH:3]=[C:4]2[C:8](=[C:9]([F:11])[CH:10]=1)[NH:7][C:6](=[O:12])[C:5]12[CH2:14][CH2:13]1.[CH3:15][N:16]1[C:20]([C:21]#[N:22])=[CH:19][CH:18]=[C:17]1B(O)O.[F-].[K+]>>[F:11][C:9]1[CH:10]=[C:2]([C:17]2[N:16]([CH3:15])[C:20]([C:21]#[N:22])=[CH:19][CH:18]=2)[CH:3]=[C:4]2[C:8]=1[NH:7][C:6](=[O:12])[C:5]12[CH2:14][CH2:13]1 |f:2.3|. Conditions: temperature 25 celsius, time 2.5 hour. Procedure details: 5′-Bromo-7′-fluorospiro[cyclopropane-1,3′-indol]-2′(1′H)-one (0.60 g, 2.3 mmol), 1-methyl-5-cyano-2-pyrroleboronic acid (0.63 g, 4.2 mmol), KF (0.44 g, 7.6 mmol), and Pd2(dba)3 monochloroform adduct (60 mg, 0.058 mmol) were added to a vial and then purged with nitrogen. THF (5.5 mL) was added and the mixture was purged with nitrogen for 5 min. A solution of tri-t-butylphosphine (10% wt in hexanes) (0.342 mL, 0.115 mmol) was added via syringe and the mixture was stirred vigorously at 25° C. for 2... Reactants: S1C(=CC=C1)CC(=O)NC1([C@@H]2N(C(C(=CS2)C)C(=O)OCC(Cl)(Cl)Cl)C1=O)OC (β,β,β-trichloroethyl 7-(2-thienylacetamido)-7-methoxy-3-methyl-2-cephem-4-carboxylate), [Se](=O)=O (selenium dioxide). The solvent is C(C)(=O)O (acetic acid). Reaction conditions: time 2 hour. The product is S1C(=CC=C1)CC(=O)NC1([C@@H]2N(C(C(=CS2)COC(C)=O)C(=O)OCC(Cl)(Cl)Cl)C1=O)OC (β,β,β-trichloroethyl 7-(2-thienylacetamido)-7-methoxy-3-acetoxymethyl-2-cephem-4-carboxylate). RXN SMILES: [S:1]1[CH:5]=[CH:4][CH:3]=[C:2]1[CH2:6][C:7]([NH:9][C:10]1([O:28][CH3:29])[C:26](=[O:27])[N:12]2[CH:13]([C:18]([O:20][CH2:21][C:22]([Cl:25])([Cl:24])[Cl:23])=[O:19])[C:14]([CH3:17])=[CH:15][S:16][C@H:11]12)=[O:8].[Se](=O)=O>C(O)(=O)C>[S:1]1[CH:5]=[CH:4][CH:3]=[C:2]1[CH2:6][C:7]([NH:9][C:10]1([O:28][CH3:29])[C:26](=[O:27])[N:12]2[CH:13]([C:18]([O:20][CH2:21][C:22]([Cl:24])([Cl:25])[Cl:23])=[O:19])[C:14]([CH2:17][O:20][C:18](=[O:19])[CH3:13])=[CH:15][S:16][C@H:11]12)=[O:8]. Procedure: To a solution of β,β,β-trichloroethyl 7-(2-thienylacetamido)-7-methoxy-3-methyl-2-cephem-4-carboxylate 0.94 (mg., 2 mmole) in acetic acid (10 ml.) is added selenium dioxide (0.111 g., 1 mmole) keeping the reaction temperature at about 25°C. The reaction mixture is stirred for two hours, filtered, diluted with water (30 ml.) and extracted with chloroform. The chloroform extracts are washed successively with water, sodium bicarbonate and water. The solvent is removed under vacuum to afford a resid... Starting materials: O=c1c2c(Cl)cccc2nc(CCl)n1-c1ccccc1F, [K+], [K+], O=C([O-])[O-], CN(C)C=O, O, Sc1ncnc2nc[nH]c12. As a reaction SMILES: [Cl:1][c:2]1[c:3]2[c:4](=[O:21])[n:5](-[c:14]3[c:15]([F:20])[cH:16][cH:17][cH:18][cH:19]3)[c:6]([CH2:12][Cl:13])[n:7][c:8]2[cH:9][cH:10][cH:11]1.[K+:33].[K+:34].[O-:35][C:36]([O-:37])=[O:38].[O:39]=[CH:40][N:41]([CH3:42])[CH3:43].[OH2:22].[SH:23][c:24]1[c:25]2[nH:26][cH:27][n:28][c:29]2[n:30][cH:31][n:32]1>>[Cl:1][c:2]1[c:3]2[c:4](=[O:21])[n:5](-[c:14]3[c:15]([F:20])[cH:16][cH:17][cH:18][cH:19]3)[c:6]([CH2:12][S:23][c:24]3[c:25]4[n:26][cH:27][nH:28][c:29]4[n:30][cH:31][n:32]3)[n:7][c:8]2[cH:9][cH:10][cH:11]1. The product is O=c1c2c(Cl)cccc2nc(CSc2ncnc3[nH]cnc23)n1-c1ccccc1F.